This data is from the Open Reaction Database (ORD), a public repository of structured organic reaction records. The task is: describe an organic reaction: reactants, conditions, products, and yield Reactants: COc1cc(C(=O)N2CCC(CCN3CCC(Nc4nc5ccccc5n4CCCOc4ccc(F)cc4)CC3)(c3ccc(F)c(F)c3)C2)cc(OC)c1OC, CS(=O)(=O)O, CCOC(C)=O. Yields the product COc1cc(C(=O)N2CCC(CCN3CCC(Nc4nc5ccccc5n4CCCOc4ccc(F)cc4)CC3)(c3ccc(F)c(F)c3)C2)cc(OC)c1OC, CS(=O)(=O)O. As a reaction SMILES: [CH3:1][O:2][c:3]1[cH:4][c:5]([C:6](=[O:7])[N:8]2[CH2:9][C:10]([c:13]3[cH:14][c:15]([F:20])[c:16]([F:19])[cH:17][cH:18]3)([CH2:21][CH2:22][N:23]3[CH2:24][CH2:25][CH:26]([NH:29][c:30]4[n:31][c:32]5[c:33]([n:34]4[CH2:35][CH2:36][CH2:37][O:38][c:39]4[cH:40][cH:41][c:42]([F:45])[cH:43][cH:44]4)[cH:46][cH:47][cH:48][cH:49]5)[CH2:27][CH2:28]3)[CH2:11][CH2:12]2)[cH:50][c:51]([O:55][CH3:56])[c:52]1[O:53][CH3:54].[CH3:57][S:58]([OH:59])(=[O:60])=[O:61].[CH3:62][CH2:63][O:64][C:65](=[O:66])[CH3:67]>>[CH3:1][O:2][c:3]1[cH:4][c:5]([C:6](=[O:7])[N:8]2[CH2:9][C:10]([c:13]3[cH:14][c:15]([F:20])[c:16]([F:19])[cH:17][cH:18]3)([CH2:21][CH2:22][N:23]3[CH2:24][CH2:25][CH:26]([NH:29][c:30]4[n:31][c:32]5[c:33]([n:34]4[CH2:35][CH2:36][CH2:37][O:38][c:39]4[cH:40][cH:41][c:42]([F:45])[cH:43][cH:44]4)[cH:46][cH:47][cH:48][cH:49]5)[CH2:27][CH2:28]3)[CH2:11][CH2:12]2)[cH:50][c:51]([O:55][CH3:56])[c:52]1[O:53][CH3:54].[CH3:57][S:58](=[O:59])(=[O:60])[OH:61]. Starting materials: SC1=NC2=C(N1)C=CC=C2 (2-mercapto-1H-benzimidazole), CS(=O)(=O)Cl (methanesulfonyl chloride), OC1=NC=CC(=C1C)OCCCCOC (2-hydroxy-4-(4-methoxybutoxy)-3-methylpyridine), aqueous solution, C(O)([O-])=O.[Na+] (sodium hydrogencarbonate), C([O-])([O-])=O.[Na+].[Na+] (sodium carbonate). The solvent is C(C)O (ethanol), ClCCl (dichloromethane), C(C)N(CC)CC (triethylamine). Product: COCCCCOC1=C(C(=NC=C1)CSC1=NC2=C(N1)C=CC=C2)C (2-[{4-(4-Methoxybutoxy)-3-Methylpyridine-2-Yl}Methylthio]-1H-Benzimidazole). Yield: 31.5%. Reaction SMILES: [CH3:1]S(Cl)(=O)=O.O[C:7]1[C:12]([CH3:13])=[C:11]([O:14][CH2:15][CH2:16][CH2:17][CH2:18][O:19][CH3:20])[CH:10]=[CH:9][N:8]=1.C(=O)([O-])O.[Na+].[SH:26][C:27]1[NH:31][C:30]2[CH:32]=[CH:33][CH:34]=[CH:35][C:29]=2[N:28]=1.C(=O)([O-])[O-].[Na+].[Na+]>ClCCl.C(O)C.C(N(CC)CC)C>[CH3:20][O:19][CH2:18][CH2:17][CH2:16][CH2:15][O:14][C:11]1[CH:10]=[CH:9][N:8]=[C:7]([CH2:1][S:26][C:27]2[NH:31][C:30]3[CH:32]=[CH:33][CH:34]=[CH:35][C:29]=3[N:28]=2)[C:12]=1[CH3:13] |f:2.3,5.6.7|. Procedure: 611 mg of triethylamine and 686 mg of methanesulfonyl chloride were added to a solution of 0.84 g of crude 2-hydroxy-4-(4-methoxybutoxy)-3-methylpyridine in 30 ml of dichloromethane at -20° C. under stirring and dehumidifying to obtain a mixture. This mixture was gradually brought to a room temperature, followed by the addition of a saturated aqueous solution of sodium hydrogencarbonate. The obtained mixture was stirred for 30 minutes and extracted with chloroform. The extract was dried over mag... Starting materials: C[O-].[Na+] (sodium methoxide), CI (methyl iodide), Cl (hydrochloric acid), OC=1C=C(C(=O)O)C=C(C1)S(F)(F)(F)(F)F (3-Hydroxy-5-(pentafluoro-λ6-sulphanyl)benzoic acid). Run in CO (methanol), CO (methanol). Run at temperature 120 celsius. Product: COC=1C=C(C(=O)O)C=C(C1)S(F)(F)(F)(F)F (3-Methoxy-5-(pentafluoro-λ6-sulphanyl)benzoic acid). Reaction SMILES: [OH:1][C:2]1[CH:3]=[C:4]([CH:8]=[C:9]([S:11]([F:16])([F:15])([F:14])([F:13])[F:12])[CH:10]=1)[C:5]([OH:7])=[O:6].[CH3:17][O-].[Na+].CI.Cl>CO>[CH3:17][O:1][C:2]1[CH:3]=[C:4]([CH:8]=[C:9]([S:11]([F:16])([F:12])([F:13])([F:14])[F:15])[CH:10]=1)[C:5]([OH:7])=[O:6] |f:1.2|. Procedure details: 150 mg (0.57 mmol) of the compound of Example 24A were dissolved in 1.5 ml of methanol, 0.25 ml (1.14 mmol) of a 25% strength solution of sodium methoxide in methanol and 0.04 ml (0.62 mmol) of methyl iodide were added and the mixture was heated in a microwave oven (Biotage Initiator, with Dynamic Field Tuning) at 120° C. for 30 min. After cooling, the reaction was acidified with 1 M hydrochloric acid and concentrated slightly on a rotary evaporator. The precipitate formed was filtered off, wash... The reactants are ClC=1C=C(C=CC1Cl)S (3,4-dichlorobenzenethiol), C=C(C(=O)OC(C)(C)C)CCCC(=O)OC(C)(C)C (di-tert-butyl 2-methyleneadipate), C(C)O (ethanol). The solvent is CO (methanol). Run at temperature 170 celsius, time 17 hour. The product is ClC=1C=C(C=CC1Cl)SCC(C(=O)OC(C)(C)C)CCCC(=O)OC(C)(C)C (di-tert-butyl 2-(3,4-dichlorophenylthiomethyl)adipate). Reaction SMILES: [Cl:1][C:2]1[CH:3]=[C:4]([SH:9])[CH:5]=[CH:6][C:7]=1[Cl:8].[CH2:10]=[C:11]([CH2:19][CH2:20][CH2:21][C:22]([O:24][C:25]([CH3:28])([CH3:27])[CH3:26])=[O:23])[C:12]([O:14][C:15]([CH3:18])([CH3:17])[CH3:16])=[O:13].C(O)C>CO>[Cl:1][C:2]1[CH:3]=[C:4]([S:9][CH2:10][CH:11]([CH2:19][CH2:20][CH2:21][C:22]([O:24][C:25]([CH3:26])([CH3:28])[CH3:27])=[O:23])[C:12]([O:14][C:15]([CH3:16])([CH3:17])[CH3:18])=[O:13])[CH:5]=[CH:6][C:7]=1[Cl:8]. Procedure: A mixture of 3,4-dichlorobenzenethiol (0.20 ml), di-tert-butyl 2-methyleneadipate (350 mg), ethanol (2 ml), and triton B (40% methanol solution, 2 drops) was stirred at 170° C. in a sealed tube for 17 hours. After the reaction mixture was concentrated in vacuo, the resulting residue was dissolved in chloroform, washed with a 0.5% sodium hydroxide solution, water and a saturated sodium chloride solution respectively, and dried over MgSO4. The solvent was evaporated at reduced pressure, and the re... The reactants are O=C([O-])[O-], C1COCCO1, COC(=O)c1cc(I)cn1S(=O)(=O)c1ccc(C)cc1, COc1c(B2OC(C)(C)C(C)(C)O2)cccc1[N+](=O)[O-], [K+], [K+], O, c1ccc(P(c2ccccc2)(c2ccccc2)[Pd](P(c2ccccc2)(c2ccccc2)c2ccccc2)(P(c2ccccc2)(c2ccccc2)c2ccccc2)P(c2ccccc2)(c2ccccc2)c2ccccc2)cc1. Yields the product COC(=O)c1cc(-c2cccc([N+](=O)[O-])c2OC)cn1S(=O)(=O)c1ccc(C)cc1. Reaction SMILES: [C:47](=[O:48])([O-:49])[O-:50].[CH2:1]1[O:2][CH2:3][CH2:4][O:5][CH2:6]1.[CH3:27][O:28][C:29](=[O:30])[c:31]1[n:32]([S:37](=[O:38])(=[O:39])[c:40]2[cH:41][cH:42][c:43]([CH3:46])[cH:44][cH:45]2)[cH:33][c:34]([I:36])[cH:35]1.[CH3:7][O:8][c:9]1[c:10]([B:18]2[O:19][C:20]([CH3:21])([CH3:22])[C:23]([CH3:24])([CH3:25])[O:26]2)[cH:11][cH:12][cH:13][c:14]1[N+:15](=[O:16])[O-:17].[K+:51].[K+:52].[OH2:130].[cH:53]1[cH:54][cH:55][c:56]([P:57]([Pd:58]([P:59]([c:60]2[cH:61][cH:62][cH:63][cH:64][cH:65]2)([c:66]2[cH:67][cH:68][cH:69][cH:70][cH:71]2)[c:72]2[cH:73][cH:74][cH:75][cH:76][cH:77]2)([P:78]([c:79]2[cH:80][cH:81][cH:82][cH:83][cH:84]2)([c:85]2[cH:86][cH:87][cH:88][cH:89][cH:90]2)[c:91]2[cH:92][cH:93][cH:94][cH:95][cH:96]2)[P:97]([c:98]2[cH:99][cH:100][cH:101][cH:102][cH:103]2)([c:104]2[cH:105][cH:106][cH:107][cH:108][cH:109]2)[c:110]2[cH:111][cH:112][cH:113][cH:114][cH:115]2)([c:116]2[cH:117][cH:118][cH:119][cH:120][cH:121]2)[c:122]2[cH:123][cH:124][cH:125][cH:126][cH:127]2)[cH:128][cH:129]1>>[CH3:7][O:8][c:9]1[c:10](-[c:34]2[cH:33][n:32]([S:37](=[O:38])(=[O:39])[c:40]3[cH:41][cH:42][c:43]([CH3:46])[cH:44][cH:45]3)[c:31]([C:29]([O:28][CH3:27])=[O:30])[cH:35]2)[cH:11][cH:12][cH:13][c:14]1[N+:15](=[O:16])[O-:17]. Reactants: Cl.Cl.O1CCN(CC1)CCNC(COC)C1(CCC1)C1=CC=C(C=C1)Cl (N-(2-morpholinoethyl)-1-[1-(4-chlorophenyl)cyclobutyl]-2-methoxyethylamine dihydrochloride), free base, C(=O)O (formic acid), C=O (formaldehyde). Run in C(C)(=O)OCC (ethyl acetate). Run at time 2 hour. Yields the product CN(CCN1CCOCC1)C(COC)C1(CCC1)C1=CC=C(C=C1)Cl (N-methyl-N-(2-morpholinoethyl)-1-[1-(4-chlorophenyl)cyclobutyl]-2-methoxyethylamine). As a reaction SMILES: Cl.Cl.[O:3]1[CH2:8][CH2:7][N:6]([CH2:9][CH2:10][NH:11][CH:12]([C:16]2([C:20]3[CH:25]=[CH:24][C:23]([Cl:26])=[CH:22][CH:21]=3)[CH2:19][CH2:18][CH2:17]2)[CH2:13][O:14][CH3:15])[CH2:5][CH2:4]1.[CH:27](O)=O.C=O>C(OCC)(=O)C>[CH3:27][N:11]([CH:12]([C:16]1([C:20]2[CH:21]=[CH:22][C:23]([Cl:26])=[CH:24][CH:25]=2)[CH2:17][CH2:18][CH2:19]1)[CH2:13][O:14][CH3:15])[CH2:10][CH2:9][N:6]1[CH2:5][CH2:4][O:3][CH2:8][CH2:7]1 |f:0.1.2|. Procedure details: A mixture of the product of Example 208 in the form of its free base (2.0 g), 98% formic acid (8 ml) and 37-40% aqueous formaldehyde solution (25 ml) was stirred at room temperature for 2 hours. The mixture was then heated at 95°-100° C. for 18 hours, cooled, basified and extracted with ether. The extract was washed with water and dried. Dry hydrogen chloride gas was passed into the ethereal solution. Evaporation of the solvent gave a residue which was heated with ethyl acetate (20 ml) to give a...